From a dataset of the Open Reaction Database (ORD), a public repository of structured organic reaction records. describe an organic reaction: reactants, conditions, products, and yield Starting materials: COc1cc2nccc(Oc3ccc(-c4cnc(SC)n(C)c4=O)cc3F)c2cc1OC, CC#N, O=C(O)C(F)(F)F, O=C(OC(=O)C(F)(F)F)C(F)(F)F, NC(N)=O, OO. Yields the product COc1cc2nccc(Oc3ccc(-c4cnc(O)n(C)c4=O)cc3F)c2cc1OC. Reaction SMILES: [CH3:1][O:2][c:3]1[cH:4][c:5]2[c:6]([O:15][c:16]3[c:17]([F:32])[cH:18][c:19](-[c:22]4[c:23](=[O:31])[n:24]([CH3:30])[c:25]([S:28][CH3:29])[n:26][cH:27]4)[cH:20][cH:21]3)[cH:7][cH:8][n:9][c:10]2[cH:11][c:12]1[O:13][CH3:14].[CH3:59][C:60]#[N:61].[F:33][C:34]([F:35])([F:37])[C:38](=[O:36])[OH:39].[F:46][C:47]([F:48])([F:49])[C:50]([O:51][C:52](=[O:53])[C:54]([F:55])([F:56])[F:57])=[O:58].[NH2:42][C:43]([NH2:44])=[O:45].[OH:40][OH:41]>>[CH3:1][O:2][c:3]1[cH:4][c:5]2[c:6]([O:15][c:16]3[c:17]([F:32])[cH:18][c:19](-[c:22]4[c:23](=[O:31])[n:24]([CH3:30])[c:25]([OH:36])[n:26][cH:27]4)[cH:20][cH:21]3)[cH:7][cH:8][n:9][c:10]2[cH:11][c:12]1[O:13][CH3:14]. The reactants are FC1=C(C=CC=C1S(=O)(=O)C)N1CCN(CC1)C(=O)OC (methyl 4-[2-fluoro-3-(methylsulfonyl)phenyl]piperazine-1-carboxylate), ( 9 ), ( 13 ), ( 6 ). Solvent: C(C)O (ethanol), Cl (hydrochloric acid). Yields the product FC1=C(C=CC=C1S(=O)(=O)C)N1CCNCC1 (1-[2-FLUORO-3-(METHYLSULFONYL)PHENYL]PIPERAZINE). Reaction SMILES: [F:1][C:2]1[C:7]([S:8]([CH3:11])(=[O:10])=[O:9])=[CH:6][CH:5]=[CH:4][C:3]=1[N:12]1[CH2:17][CH2:16][N:15](C(OC)=O)[CH2:14][CH2:13]1>C(O)C.Cl>[F:1][C:2]1[C:7]([S:8]([CH3:11])(=[O:9])=[O:10])=[CH:6][CH:5]=[CH:4][C:3]=1[N:12]1[CH2:17][CH2:16][NH:15][CH2:14][CH2:13]1. Procedure details: Preparation according to preparation 29: methyl 4-[2-fluoro-3-(methylsulfonyl)phenyl]piperazine-1-carboxylate (1.0 g, 3.16 mmol) in ethanol (8 ml), hydrochloric acid (6 M, 20 ml). Yield: 0.34 g. MS m/z (rel. intensity, 70 eV) 258 (M+, 17), 215 (13), 216 (bp), 209 (6), 137 (9). Reactants: Cc1cc2c(cc1C)-n1c(n[nH]c1=O)-c1cccnc1N2C(=O)CN1CCN(CCO)CC1, CN(C)CCCCl, CN(C)C=O, [H-], [Na+], Cc1ccccc1C. Yields the product Cc1cc2c(cc1C)-n1c(nn(CCCN(C)C)c1=O)-c1cccnc1N2C(=O)CN1CCN(CCO)CC1. Reaction SMILES: [CH3:1][c:2]1[cH:3][c:4]2[c:5]([cH:31][c:32]1[CH3:33])[N:6]([C:19]([CH2:20][N:21]1[CH2:22][CH2:23][N:24]([CH2:27][CH2:28][OH:29])[CH2:25][CH2:26]1)=[O:30])[c:7]1[c:8]([cH:15][cH:16][cH:17][n:18]1)-[c:9]1[n:10]-2[c:11](=[O:14])[nH:12][n:13]1.[CH3:36][N:37]([CH2:38][CH2:39][CH2:40][Cl:41])[CH3:42].[CH3:43][N:44]([CH3:45])[CH:46]=[O:47].[H-:34].[Na+:35].[c:48]1([CH3:49])[c:50]([CH3:51])[cH:52][cH:53][cH:54][cH:55]1>>[CH3:1][c:2]1[cH:3][c:4]2[c:5]([cH:31][c:32]1[CH3:33])[N:6]([C:19]([CH2:20][N:21]1[CH2:22][CH2:23][N:24]([CH2:27][CH2:28][OH:29])[CH2:25][CH2:26]1)=[O:30])[c:7]1[c:8]([cH:15][cH:16][cH:17][n:18]1)-[c:9]1[n:10]-2[c:11](=[O:14])[n:12]([CH2:40][CH2:39][CH2:38][N:37]([CH3:36])[CH3:42])[n:13]1. The reactants are C(C)(=O)O (acetic acid), C(C)(=O)O[BH-](OC(C)=O)OC(C)=O.[Na+] (sodium triacetoxyborohydride), NC1=CC2=C(NN=N2)C=C1 (5-Aminobenzotriazole), CN(C1(CCC(CC1)=O)C1=CC=CC=C1)C (4-dimethylamino-4-phenyl-cyclohexanone), ClCCCl (1,2-dichloroethane). Run at time 24 hour. The product is N1=NNC2=C1C=CC(=C2)NC2CCC(CC2)(N(C)C)C2=CC=CC=C2 (N′-(3H-benzotriazol-5-yl)-N,N-dimethyl-1-phenyl-cyclohexane-1,4-diamine), Cl.N1=NNC2=C1C=CC(=C2)NC2CCC(CC2)(N(C)C)C2=CC=CC=C2 (N′-(3H-Benzotriazol-5-yl)-N,N-dimethyl-1-phenyl-cyclohexane-1,4-diamine hydrochloride). As a reaction SMILES: [NH2:1][C:2]1[CH:10]=[CH:9][C:5]2[NH:6][N:7]=[N:8][C:4]=2[CH:3]=1.[CH3:11][N:12]([CH3:26])[C:13]1([C:20]2[CH:25]=[CH:24][CH:23]=[CH:22][CH:21]=2)[CH2:18][CH2:17][C:16](=O)[CH2:15][CH2:14]1.C(O)(=O)C.C(O[BH-](OC(=O)C)OC(=O)C)(=O)C.[Na+].[Cl:45]CCCl>>[N:6]1[C:5]2[CH:9]=[CH:10][C:2]([NH:1][CH:16]3[CH2:15][CH2:14][C:13]([C:20]4[CH:21]=[CH:22][CH:23]=[CH:24][CH:25]=4)([N:12]([CH3:26])[CH3:11])[CH2:18][CH2:17]3)=[CH:3][C:4]=2[NH:8][N:7]=1.[ClH:45].[N:6]1[C:5]2[CH:9]=[CH:10][C:2]([NH:1][CH:16]3[CH2:15][CH2:14][C:13]([C:20]4[CH:21]=[CH:22][CH:23]=[CH:24][CH:25]=4)([N:12]([CH3:26])[CH3:11])[CH2:18][CH2:17]3)=[CH:3][C:4]=2[NH:8][N:7]=1 |f:3.4,7.8|. Procedure: 268 mg 5-Aminobenzotriazole and 435 mg 4-dimethylamino-4-phenyl-cyclohexanone were dissolved in dry 1,2-dichloroethane (20 ml) under argon. Glacial acetic acid (2 mmol) and 600 mg sodium triacetoxyborohydride were added to this mixture and the mixture was stirred for 24 hours at RT. For working up, the reaction mixture was concentrated and the residue was adjusted to pH 11 with five molar sodium hydroxide solution. The alkaline phase was diluted with water (10 ml) and extracted with ethyl acetat... Reactants: C(C1=CC=CC=C1)OC1=CC=CC(=N1)O[C@@H]1C[C@H](N(C1)C(=O)OC(C)(C)C)C(=O)O ((4R)-4-{[6-(Benzyloxy)pyridin-2-yl]oxy}-1-(tert-butoxycarbonyl)-L-proline), CO (methanol), C[Si](C)(C)C=[N+]=[N-] (trimethylsilyldiazomethane), C(C)OCC (diethyl ether). The solvent is ClCCl (dichloromethane). Run at time 0.5 hour. The product is C(C1=CC=CC=C1)OC1=CC=CC(=N1)O[C@@H]1C[C@H](N(C1)C(=O)OC(C)(C)C)C(=O)OC (1-tert-Butyl 2-methyl (2S,4R)-4-{[6-(benzyloxy)pyridin-2-yl]oxy}pyrrolidine-1,2-dicarboxylate). The yield is 88.0%. As a reaction SMILES: [CH2:1]([O:8][C:9]1[N:14]=[C:13]([O:15][C@H:16]2[CH2:20][N:19]([C:21]([O:23][C:24]([CH3:27])([CH3:26])[CH3:25])=[O:22])[C@H:18]([C:28]([OH:30])=[O:29])[CH2:17]2)[CH:12]=[CH:11][CH:10]=1)[C:2]1[CH:7]=[CH:6][CH:5]=[CH:4][CH:3]=1.CO.[CH3:33][Si](C=[N+]=[N-])(C)C.C(OCC)C>ClCCl>[CH2:1]([O:8][C:9]1[N:14]=[C:13]([O:15][C@H:16]2[CH2:20][N:19]([C:21]([O:23][C:24]([CH3:26])([CH3:27])[CH3:25])=[O:22])[C@H:18]([C:28]([O:30][CH3:33])=[O:29])[CH2:17]2)[CH:12]=[CH:11][CH:10]=1)[C:2]1[CH:3]=[CH:4][CH:5]=[CH:6][CH:7]=1. Procedure: A 500 mL round bottom flask under nitrogen was charged with the product of Step 2 (7.17 g, 17.30 mmol), methanol (50 ml), and dichloromethane (50 ml). Attached an addition funnel containing trimethylsilyldiazomethane in diethyl ether (2.0M) (25.9 ml, 51.9 mmol). Cooled reaction flask in an ice bath. Added contents of addition funnel dropwise. Bubbles. HPLC/MS looks good after 0.5 hours. Quenched by dropwise addition of 2.5% potassium bisulfate. Evaporated to remove methanol. Added water. Extract...